Dataset: the Open Reaction Database (ORD), a public repository of structured organic reaction records. Task: describe an organic reaction: reactants, conditions, products, and yield Reactants: ClC1=C(N)C=CC(=C1)OC1=NC=NC2=CC(=C(C=C12)OC)OC (2-Chloro-4-[(6,7-dimethoxy-4-quinazolinyl)oxy]-aniline), ClC(Cl)(OC(OC(Cl)(Cl)Cl)=O)Cl (triphosgene), C([O-])(O)=O.[Na+] (sodium bicarbonate), C1(CCCCC1)CCO (2-cyclohexyl-1-ethanol). Run in C(C)N(CC)CC (triethylamine), C1(=CC=CC=C1)C (toluene), C(Cl)Cl (methylene chloride). Yields the product ClC1=C(C=CC(=C1)OC1=NC=NC2=CC(=C(C=C12)OC)OC)NC(OCCC1CCCCC1)=O (2-Cyclohexylethyl N-{2-chloro-4-[(6,7-dimethoxy-4-quinazolinyl)oxy]phenyl}carbamate). Yield: 76.5%. As a reaction SMILES: [Cl:1][C:2]1[CH:8]=[C:7]([O:9][C:10]2[C:19]3[C:14](=[CH:15][C:16]([O:22][CH3:23])=[C:17]([O:20][CH3:21])[CH:18]=3)[N:13]=[CH:12][N:11]=2)[CH:6]=[CH:5][C:3]=1[NH2:4].Cl[C:25](Cl)([O:27][C:28](=[O:34])OC(Cl)(Cl)Cl)Cl.[CH:36]1([CH2:42]CO)[CH2:41][CH2:40][CH2:39][CH2:38][CH2:37]1.C(=O)(O)[O-].[Na+]>C(Cl)Cl.C(N(CC)CC)C.C1(C)C=CC=CC=1>[Cl:1][C:2]1[CH:8]=[C:7]([O:9][C:10]2[C:19]3[C:14](=[CH:15][C:16]([O:22][CH3:23])=[C:17]([O:20][CH3:21])[CH:18]=3)[N:13]=[CH:12][N:11]=2)[CH:6]=[CH:5][C:3]=1[NH:4][C:28](=[O:34])[O:27][CH2:25][CH2:42][CH:36]1[CH2:41][CH2:40][CH2:39][CH2:38][CH2:37]1 |f:3.4|. Procedure: 2-Chloro-4-[(6,7-dimethoxy-4-quinazolinyl)oxy]-aniline (50 mg) was added to toluene (5 ml), and triethylamine (0.5 ml), and the mixture was heated under reflux to prepare a solution. A solution of triphosgene (68 mg) in methylene chloride was then added thereto, and the mixture was heated under reflux for 10 min. Next, 2-cyclohexyl-1-ethanol (30 mg) was added thereto, and the mixture was further stirred with heating under reflux for 3 hr. A saturated aqueous sodium bicarbonate solution was added... Reactants: C(=O)(C(F)(F)F)O (TFA), C(C1=CC=CC=C1)OC=1C=C(C=CC1OC)C[C@@H](C(=O)OC)NC([C@H](CO)NC(=O)OC(C)(C)C)=O ((S)-methyl 3-(3-(benzyloxy)-4-methoxyphenyl)-2-((S)-2-((tert-butoxycarbonyl)amino)-3-hydroxypropanamido)propanoate). Solvent: C(Cl)Cl (CH2Cl2). Product: N[C@H](C(=O)N[C@H](C(=O)OC)CC1=CC(=C(C=C1)OC)OCC1=CC=CC=C1)CO ((S)-methyl 2-((S)-2-amino-3-hydroxypropanamido)-3-(3-(benzyloxy)-4-methoxyphenyl)propanoate), C(=O)(C(F)(F)F)O (TFA). RXN SMILES: [C:1]([OH:7])([C:3]([F:6])([F:5])[F:4])=[O:2].[CH2:8]([O:15][C:16]1[CH:17]=[C:18]([CH2:24][C@H:25]([NH:30][C:31](=[O:43])[C@@H:32]([NH:35]C(OC(C)(C)C)=O)[CH2:33][OH:34])[C:26]([O:28][CH3:29])=[O:27])[CH:19]=[CH:20][C:21]=1[O:22][CH3:23])[C:9]1[CH:14]=[CH:13][CH:12]=[CH:11][CH:10]=1>C(Cl)Cl>[NH2:35][C@@H:32]([CH2:33][OH:34])[C:31]([NH:30][C@@H:25]([CH2:24][C:18]1[CH:19]=[CH:20][C:21]([O:22][CH3:23])=[C:16]([O:15][CH2:8][C:9]2[CH:10]=[CH:11][CH:12]=[CH:13][CH:14]=2)[CH:17]=1)[C:26]([O:28][CH3:29])=[O:27])=[O:43].[C:1]([OH:7])([C:3]([F:6])([F:5])[F:4])=[O:2]. Procedure details: TFA (20 mL) was added to a solution of (S)-methyl 3-(3-(benzyloxy)-4-methoxyphenyl)-2-((S)-2-((tert-butoxycarbonyl)amino)-3-hydroxypropanamido)propanoate (4.4 g, 8.7 mmol) in CH2Cl2 (50 mL) at 0° C. with stirring. The mixture was stirred for 1 h and then concentrated to dryness. The residue was azeotroped three times with EtOAc (20 mL for each portion) to remove residual TFA to afford crude (S)-methyl 2-((S)-2-amino-3-hydroxypropanamido)-3-(3-(benzyloxy)-4-methoxyphenyl)propanoate as its TFA sal... The reactants are C(C)(C)(C)O[C@H](C)[C@@H]1N(C(OC1)=O)C1=NC(=NC=C1)F ((R)-4-((R)-1-(tert-butoxy)ethyl)-3-(2-fluoropyrimidin-4-yl)oxazolidin-2-one), FC(OC1=CC=C(C=C1)[C@H](C)N)(F)F ((S)-1-(4-(trifluoromethoxy)phenyl)ethanamine), CCN(C(C)C)C(C)C (DIEA). The solvent is [Cl-].[Na+].O (brine), CS(=O)C (DMSO). Run at temperature 100 celsius. The product is C(C)(C)(C)O[C@H](C)[C@@H]1N(C(OC1)=O)C1=NC(=NC=C1)N[C@@H](C)C1=CC=C(C=C1)OC(F)(F)F ((R)-4-((R)-1-(tert-butoxy)ethyl)-3-(2-(((S)-1-(4-(trifluoromethoxy)phenyl)ethyl)amino)pyrimidin-4-yl)oxazolidin-2-one). Reaction SMILES: [C:1]([O:5][C@@H:6]([C@H:8]1[CH2:12][O:11][C:10](=[O:13])[N:9]1[C:14]1[CH:19]=[CH:18][N:17]=[C:16](F)[N:15]=1)[CH3:7])([CH3:4])([CH3:3])[CH3:2].[F:21][C:22]([F:34])([F:33])[O:23][C:24]1[CH:29]=[CH:28][C:27]([C@@H:30]([NH2:32])[CH3:31])=[CH:26][CH:25]=1.CCN(C(C)C)C(C)C>CS(C)=O.[Cl-].[Na+].O>[C:1]([O:5][C@@H:6]([C@H:8]1[CH2:12][O:11][C:10](=[O:13])[N:9]1[C:14]1[CH:19]=[CH:18][N:17]=[C:16]([NH:32][C@H:30]([C:27]2[CH:26]=[CH:25][C:24]([O:23][C:22]([F:21])([F:33])[F:34])=[CH:29][CH:28]=2)[CH3:31])[N:15]=1)[CH3:7])([CH3:4])([CH3:3])[CH3:2] |f:4.5.6|. Reported procedure: To a suspension of (R)-4-((R)-1-(tert-butoxy)ethyl)-3-(2-fluoropyrimidin-4-yl)oxazolidin-2-one (30.0 mg, 0.106 mmol) and (S)-1-(4-(trifluoromethoxy)phenyl)ethanamine (38.4 mg, 0.159 mmol) in DMSO (0.53 mL), was added DIEA (64.7 ul, 0.371 mmol) in a microwave vial. The vial was capped and the reaction mixture heated in a preheated oil bath at 100° C. for 3 hr. The mixture was diluted with dilute brine and extracted with EtOAc two times. The combined organic phases were washed with brine, dried ov... Isolated yield 9.6%. The solvent is [N+](=O)([O-])C (nitromethane). Reaction SMILES: [C:1]1([O:7][CH3:8])[CH:6]=[CH:5][CH:4]=[CH:3][CH:2]=1.[Cl:9][C:10]1[CH:11]=[C:12]([CH:16]=[CH:17][C:18]=1[Cl:19])[C:13](Cl)=[O:14].FC(F)(F)S([O-])(=O)=O.[Yb+3].FC(F)(F)S([O-])(=O)=O.FC(F)(F)S([O-])(=O)=O>[N+](C)([O-])=O>[CH3:8][O:7][C:1]1[CH:6]=[CH:5][C:4]([C:13]([C:12]2[CH:16]=[CH:17][C:18]([Cl:19])=[C:10]([Cl:9])[CH:11]=2)=[O:14])=[CH:3][CH:2]=1 |f:2.3.4.5|. Run at temperature 60 celsius, time 8 hour. Starting materials: C1(=CC=CC=C1)OC (anisole), ClC=1C=C(C(=O)Cl)C=CC1Cl (3,4-dichlorobenzoyl chloride), FC(S(=O)(=O)[O-])(F)F.[Yb+3].FC(S(=O)(=O)[O-])(F)F.FC(S(=O)(=O)[O-])(F)F (ytterbium(III) trifluoromethanesulfonate). Procedure: To commercially available nitromethane (10 ml) were added commercially available anisole (1.081 g), commercially available 3,4-dichlorobenzoyl chloride (2.095 g) and commercially available ytterbium(III) trifluoromethanesulfonate (620 mg), and the admixture was stirred at 60° C. for 8 hours. The reaction mixture was partitioned between water and chloroform, and the chloroform layer was then dried with anhydrous magnesium sulfate. After removing the solvent by reduced-pressure distillation, the r... Yields the product COC1=CC=C(C=C1)C(=O)C1=CC(=C(C=C1)Cl)Cl (3,4-Dichlorophenyl 4-methoxyphenyl ketone). Procedure: A solution of 3.88 g of 3-[4-(4-phenyl-1,2,3,6-tetrahydropyridyl)-butyl]-5-formylindole in 40 ml of THF is added dropwise, under N2 and with stirring, to a suspension of 0.57 g of lithium aluminum hydride in 20 ml of THF. The mixture is stirred for a further hour at 20° and is decomposed with dilute sodium hydroxide solution and then with water and is filtered and worked up in the customary manner to give 3-[4-(4-phenyl-1,2,3,6-tetrahydropyridyl)-butyl]-5-hydroxymethylindole, m.p. 178°. Run in C1CCOC1 (THF), C1CCOC1 (THF). Reactants: [H-].[Al+3].[Li+].[H-].[H-].[H-] (lithium aluminum hydride), C1(=CC=CC=C1)C=1CCN(CC1)CCCCC1=CNC2=CC=C(C=C12)C=O (3-[4-(4-phenyl-1,2,3,6-tetrahydropyridyl)-butyl]-5-formylindole), [OH-].[Na+] (sodium hydroxide). RXN SMILES: [C:1]1([C:7]2[CH2:8][CH2:9][N:10]([CH2:13][CH2:14][CH2:15][CH2:16][C:17]3[C:25]4[C:20](=[CH:21][CH:22]=[C:23]([CH:26]=[O:27])[CH:24]=4)[NH:19][CH:18]=3)[CH2:11][CH:12]=2)[CH:6]=[CH:5][CH:4]=[CH:3][CH:2]=1.[H-].[Al+3].[Li+].[H-].[H-].[H-].[OH-].[Na+]>C1COCC1>[C:1]1([C:7]2[CH2:12][CH2:11][N:10]([CH2:13][CH2:14][CH2:15][CH2:16][C:17]3[C:25]4[C:20](=[CH:21][CH:22]=[C:23]([CH2:26][OH:27])[CH:24]=4)[NH:19][CH:18]=3)[CH2:9][CH:8]=2)[CH:6]=[CH:5][CH:4]=[CH:3][CH:2]=1 |f:1.2.3.4.5.6,7.8|. The product is C1(=CC=CC=C1)C=1CCN(CC1)CCCCC1=CNC2=CC=C(C=C12)CO (3-[4-(4-phenyl-1,2,3,6-tetrahydropyridyl)-butyl]-5-hydroxymethylindole). Reactants: COC(=O)C(CNC(=O)OC(C)(C)C)c1ccc(NC(N)=N[N+](=O)[O-])cc1, CO, [Na+], [OH-]. Yields the product CC(C)(C)OC(=O)NCC(C(=O)O)c1ccc(NC(N)=N[N+](=O)[O-])cc1. As a reaction SMILES: [CH3:1][O:2][C:3]([CH:4]([CH2:5][NH:6][C:7](=[O:8])[O:9][C:10]([CH3:11])([CH3:12])[CH3:13])[c:14]1[cH:15][cH:16][c:17]([NH:20][C:21](=[N:22][N+:23](=[O:24])[O-:25])[NH2:26])[cH:18][cH:19]1)=[O:27].[CH3:30][OH:31].[Na+:29].[OH-:28]>>[O:2]=[C:3]([CH:4]([CH2:5][NH:6][C:7](=[O:8])[O:9][C:10]([CH3:11])([CH3:12])[CH3:13])[c:14]1[cH:15][cH:16][c:17]([NH:20][C:21](=[N:22][N+:23](=[O:24])[O-:25])[NH2:26])[cH:18][cH:19]1)[OH:27]. Reactants: ClC1=CC=C(C=C1)N1CCN(CC1)CC=1C(=NC(=NC1)N)N (5-[4-(4-chloro-phenyl)-piperazin-1-ylmethyl]-pyrimidine-2,4-diamine), Cl (hydrochloric acid). The solvent is CO (methanol). Product: Cl.ClC1=CC=C(C=C1)N1CCN(CC1)CC=1C(=NC(=NC1)N)N (5-[4-(4-chloro-phenyl)-piperazin-1-ylmethyl]-pyrimidine-2,4-diamine hydrochloride). The yield is 221.2%. RXN SMILES: [Cl:1][C:2]1[CH:7]=[CH:6][C:5]([N:8]2[CH2:13][CH2:12][N:11]([CH2:14][C:15]3[C:16]([NH2:22])=[N:17][C:18]([NH2:21])=[N:19][CH:20]=3)[CH2:10][CH2:9]2)=[CH:4][CH:3]=1.Cl>CO>[ClH:1].[Cl:1][C:2]1[CH:7]=[CH:6][C:5]([N:8]2[CH2:13][CH2:12][N:11]([CH2:14][C:15]3[C:16]([NH2:22])=[N:17][C:18]([NH2:21])=[N:19][CH:20]=3)[CH2:10][CH2:9]2)=[CH:4][CH:3]=1 |f:3.4|. Procedure details: 0.18 g (0.00056 mol) of 5-[4-(4-chloro-phenyl)-piperazin-1-ylmethyl]-pyrimidine-2,4-diamine was dissolved in 250 ml of hot methanol. The solution was treated at room temperature with 0.32 ml (0.00112 mol) of 3.5N ethanolic hydrochloric acid. The solution was completely freed from the solvents and the residue was recrystallized from methanol/diethyl ether. 0.22 g (100%) of 5-[4-(4-chloro-phenyl)-piperazin-1-ylmethyl]-pyrimidine-2,4-diamine hydrochloride (1:1.9) was obtained as white crystals; m.p... Starting materials: Cl (hydrochloric acid), C(C)(C)(C)[Li] (tert-Butyllithium), CC=1C=C(C=C(C1)C)C1=CC=CC=C1 (3,5-dimethylbiphenyl), B(OC)(OC)OC (Trimethyl borate). The solvent is O1CCCC1 (tetrahydrofuran). Run at time 30 minute. Yields the product CC1=C(C(=CC(=C1)C)C1=CC=CC=C1)B(O)O (3,5-dimethylbiphenylboronic acid). The yield is 93.0%. RXN SMILES: C([Li])(C)(C)C.[CH3:6][C:7]1[CH:8]=[C:9]([C:14]2[CH:19]=[CH:18][CH:17]=[CH:16][CH:15]=2)[CH:10]=[C:11]([CH3:13])[CH:12]=1.[B:20](OC)([O:23]C)[O:21]C.Cl>O1CCCC1>[CH3:6][C:7]1[CH:12]=[C:11]([CH3:13])[CH:10]=[C:9]([C:14]2[CH:19]=[CH:18][CH:17]=[CH:16][CH:15]=2)[C:8]=1[B:20]([OH:23])[OH:21]. Reported procedure: tert-Butyllithium (1.7 M solution in hexanes, 36.2 ml, 62.6 mmol) is added dropwise to a solution of 3,5-dimethylbiphenyl (7.27 g; 28 mmol) in dry tetrahydrofuran (150 ml) at −78° C. and stirred under an atmosphere of nitrogen for 30 minutes. Trimethyl borate (9.54 ml; 84 mmol) is added and the resulting mixture is stirred at −78° C. for 30 min and then allowed to warm to room temperature. The reaction mixture is acidified with aqueous hydrochloric acid and extracted with ether (2×150 ml). The o...